Dataset: the Open Reaction Database (ORD), a public repository of structured organic reaction records. Task: describe an organic reaction: reactants, conditions, products, and yield The reactants are [Cl-].[Al+3].[Cl-].[Cl-] (aluminum chloride), C(C)(=O)Cl (acetyl chloride), C1=CC=CC=2SC3=C(C21)C=CC=C3 (dibenzothiophene), ice, Cl (hydrochloric acid). Solvent: ClCCl (dichloromethane), C(Cl)(Cl)(Cl)Cl (carbon tetrachloride). Run at time 45 minute. The product is C1=C(C=CC=2SC3=C(C21)C=CC=C3)C(=O)C (2-Dibenzothienylmethyl ketone). As a reaction SMILES: [CH:1]1[C:9]2[C:8]3[CH:10]=[CH:11][CH:12]=[CH:13][C:7]=3[S:6][C:5]=2[CH:4]=[CH:3][CH:2]=1.[Cl-].[Al+3].[Cl-].[Cl-].Cl.[C:19](Cl)(=[O:21])[CH3:20]>C(Cl)(Cl)(Cl)Cl.ClCCl>[CH:1]1[C:9]2[C:8]3[CH:10]=[CH:11][CH:12]=[CH:13][C:7]=3[S:6][C:5]=2[CH:4]=[CH:3][C:2]=1[C:19]([CH3:20])=[O:21] |f:1.2.3.4|. Reported procedure: To a solution of 147.4 g of dibenzothiophene in 1.6 liters of carbon tetrachloride, cooled in an ice bath, was added a filtered solution of 122.7 g of anhydrous aluminum chloride in 425 ml of dichloromethane and 65.4 ml of acetyl chloride at 10° C., over 45 minutes. The mixture was stirred for 20 minutes, then a mixture of 2.5 liters of crushed ice and 500 ml of concentrated hydrochloric acid was added in one portion. This mixture was stirred vigorously until the yellow color disappeared. The aq... The reactants are NC1=CC2=C(C(=C(O2)C2=CC=C(C=C2)F)C(=O)NC)C=C1C1=C(C=CC(=C1)C(NC1(CC1)C1=CC=CC=C1)=O)F (6-Amino-5-(2-fluoro-5-(1-phenylcyclopropylcarbamoyl)phenyl)-2-(4-fluorophenyl)-N-methylbenzofuran-3-carboxamide), CS(=O)(=O)Cl (methanesulfonyl chloride), CS(=O)(=O)NS(=O)(=O)C (N-(methylsulfonyl)methanesulfonamide). The product is FC1=C(C=C(C=C1)C(NC1(CC1)C1=CC=CC=C1)=O)C=1C(=CC2=C(C(=C(O2)C2=CC=C(C=C2)F)C(=O)N)C1C)NS(=O)(=O)C (5-(2-Fluoro-5-(1-phenylcyclopropylcarbamoyl)phenyl)-2-(4-fluorophenyl)-methyl-6-(methylsulfonamido)benzofuran-3-carboxamide). Reaction SMILES: [NH2:1][C:2]1[C:21]([C:22]2[CH:27]=[C:26]([C:28](=[O:39])[NH:29][C:30]3([C:33]4[CH:38]=[CH:37][CH:36]=[CH:35][CH:34]=4)[CH2:32][CH2:31]3)[CH:25]=[CH:24][C:23]=2[F:40])=[CH:20][C:5]2[C:6]([C:16]([NH:18]C)=[O:17])=[C:7]([C:9]3[CH:14]=[CH:13][C:12]([F:15])=[CH:11][CH:10]=3)[O:8][C:4]=2[CH:3]=1.[CH3:41][S:42](Cl)(=[O:44])=[O:43].[CH3:46]S(NS(C)(=O)=O)(=O)=O>>[F:40][C:23]1[CH:24]=[CH:25][C:26]([C:28](=[O:39])[NH:29][C:30]2([C:33]3[CH:34]=[CH:35][CH:36]=[CH:37][CH:38]=3)[CH2:31][CH2:32]2)=[CH:27][C:22]=1[C:21]1[C:2]([NH:1][S:42]([CH3:41])(=[O:44])=[O:43])=[CH:3][C:4]2[O:8][C:7]([C:9]3[CH:14]=[CH:13][C:12]([F:15])=[CH:11][CH:10]=3)=[C:6]([C:16]([NH2:18])=[O:17])[C:5]=2[C:20]=1[CH3:46]. Reported procedure: Prepared from the coupling between 6-Amino-5-(2-fluoro-5-(1-phenylcyclopropylcarbamoyl)phenyl)-2-(4-fluorophenyl)-N-methylbenzofuran-3-carboxamide and methanesulfonyl chloride (N,N-diisopropylethylamine, ClCH2CH2Cl, r.t.), followed by hydrolysis of the intermediate N-(methylsulfonyl)methanesulfonamide (Cs2CO3, 1:5 H2O/1,4-dioxane, 90° C.). Purification by Shimadzu-VP preparative reverse phase HPLC using the separation method: Solvent A=10% MeOH-90% H2O-0.1% TFA, Solvent B=90% MeOH-10% H2O-0.1% T... The reactants are C([C@@H](O)[C@H](O)C(=O)O)(=O)O (D-(−)-tartaric acid), ClC1=CC=C(C=C1)C1(CCC1)C(CC(C)C)N (Racemic 1-[1-(4-chlorophenyl)cyclobutyl]-3-methylbutylamine). The product is ClC1=CC=C(C=C1)C1(CCC1)[C@@H](CC(C)C)N ((R)-1-[1-(4-chlorophenyl)cyclobutyl]-3-methylbutylamine). RXN SMILES: C(O)(=O)[C@H]([C@@H](C(O)=O)O)O.[Cl:11][C:12]1[CH:17]=[CH:16][C:15]([C:18]2([CH:22]([NH2:27])[CH2:23][CH:24]([CH3:26])[CH3:25])[CH2:21][CH2:20][CH2:19]2)=[CH:14][CH:13]=1>>[Cl:11][C:12]1[CH:13]=[CH:14][C:15]([C:18]2([C@H:22]([NH2:27])[CH2:23][CH:24]([CH3:25])[CH3:26])[CH2:21][CH2:20][CH2:19]2)=[CH:16][CH:17]=1. Procedure details: As described above, D-(−)-tartaric acid was used to resolute racemic compound II to give another optical isomer (75.2% yield). This optical isomer were treated with alkaline to give free base (R)-1-[1-(4-chlorophenyl)cyclobutyl]-3-methylbutylamine (II-R) (optical purity 99.4%). The reactants are ClCCl, CC(C)(C)OC(=O)NC1(C(=O)NC(CCN)c2ccc(Cl)cc2)CCN(c2ncnc3[nH]ccc23)CC1, O=C(O)C(F)(F)F. Yields the product NCCC(NC(=O)C1(N)CCN(c2ncnc3[nH]ccc23)CC1)c1ccc(Cl)cc1. Reaction SMILES: [Cl:45][CH2:46][Cl:47].[NH2:8][CH2:9][CH2:10][CH:11]([c:12]1[cH:13][cH:14][c:15]([Cl:18])[cH:16][cH:17]1)[NH:19][C:20](=[O:21])[C:22]1([NH:37][C:38](=[O:39])[O:40][C:41]([CH3:42])([CH3:43])[CH3:44])[CH2:23][CH2:24][N:25]([c:28]2[c:29]3[c:30]([n:31][cH:32][n:33]2)[nH:34][cH:35][cH:36]3)[CH2:26][CH2:27]1.[OH:1][C:2]([C:3]([F:4])([F:5])[F:6])=[O:7]>>[NH2:8][CH2:9][CH2:10][CH:11]([c:12]1[cH:13][cH:14][c:15]([Cl:18])[cH:16][cH:17]1)[NH:19][C:20](=[O:21])[C:22]1([NH2:37])[CH2:23][CH2:24][N:25]([c:28]2[c:29]3[c:30]([n:31][cH:32][n:33]2)[nH:34][cH:35][cH:36]3)[CH2:26][CH2:27]1. Starting materials: C(=O)(Cl)Cl (phosgene), C1(=CC=CC=C1)O (phenol), aluminium oxide 507-C-I, C1(=CC=CC=C1)O (phenol). Yields the product C(OC1=CC=CC=C1)(OC1=CC=CC=C1)=O (diphenyl carbonate). RXN SMILES: [C:1](Cl)(Cl)=[O:2].[C:5]1([OH:11])[CH:10]=[CH:9][CH:8]=[CH:7][CH:6]=1>>[C:1](=[O:2])([O:11][C:5]1[CH:10]=[CH:9][CH:8]=[CH:7][CH:6]=1)[O:11][C:5]1[CH:10]=[CH:9][CH:8]=[CH:7][CH:6]=1. Reported procedure: In a planar-section pot with flow-spoilers, a blower/stirrer and reflux condenser, 0.75 mol/h of phosgene was continuously bubbled into 141 g (1.50 mol) of phenol in the presence of 14.1 g (10 wt. % with reference to phenol) of a powdered aluminium oxide 507-C-I (neutral) from CAMAG. After about 2 h reaction time, the phenol conversion was 41%, wherein 66 g of diphenyl carbonate were formed. The selectivity to give carbonate was >99%.